This data is from the Open Reaction Database (ORD), a public repository of structured organic reaction records. The task is: describe an organic reaction: reactants, conditions, products, and yield Reactants: N (ammonia), C(C)(=O)[O-] (acetate), C(C)(=O)OC(C(=O)N1C(CC(C2=CC=CC=C12)C)(C)C)C (1-(2-acetoxypropionyl)-1,2,3,4-tetrahydro-2,2,4-trimethylquinoline), OS(=O)(=O)O (H2SO4). The solvent is C(C)(=O)O (acetic acid), O (water), Petrol. Reaction conditions: temperature 60 celsius, time 30 minute. Yields the product NC1=C2C(CC(C2=CC=C1)(C)C)C (4-amino-1,1,3-trimethylindane). Isolated yield 75.0%. As a reaction SMILES: C([O-])(=O)C.C(OC(C)C([N:12]1[C:21]2[C:16](=[CH:17][CH:18]=[CH:19][CH:20]=2)[CH:15]([CH3:22])[CH2:14][C:13]1([CH3:24])[CH3:23])=O)(=O)C.OS(O)(=O)=O.N>C(O)(=O)C.O>[NH2:12][C:21]1[CH:20]=[CH:19][CH:18]=[C:17]2[C:16]=1[CH:15]([CH3:22])[CH2:14][C:13]2([CH3:23])[CH3:24]. Reported procedure: The acetate compound prepared in B (ii) (55 g, GC purity 91%, 0.172 moles) was added over 45 minutes to 98% H2SO4 (50 ml) at 25°-60° C. (exotherm). After stirring for a further 30 minutes at 60° C., water (50 ml) containing acetic acid (10 ml) was cautiously added dropwise and the mixture heated at 100° C. for 3 hours. Petrol (60/80 b.p., 100 ml) was added and the mixture basified to pH 9 with 35% aqueous ammonia (150 ml). Separation of the organic layer, drying (MgSO4) and solvent flash gave th... Reactants: CC(=O)O, COCCOC, CCO, CSc1nc2c(c(C)cn2Cc2ccc(C(=O)c3ccc(Cl)cc3)cc2)c(=O)n1C. The product is Cc1cn(Cc2ccc(C(=O)c3ccc(Cl)cc3)cc2)c2ncn(C)c(=O)c12. Reaction SMILES: [CH3:31][C:32](=[O:33])[OH:34].[CH3:35][O:36][CH2:37][CH2:38][O:39][CH3:40].[CH3:41][CH2:42][OH:43].[Cl:1][c:2]1[cH:3][cH:4][c:5]([C:6](=[O:7])[c:8]2[cH:9][cH:10][c:11]([CH2:12][n:13]3[cH:14][c:15]([CH3:26])[c:16]4[c:17]3[n:18][c:19]([S:24][CH3:25])[n:20]([CH3:23])[c:21]4=[O:22])[cH:27][cH:28]2)[cH:29][cH:30]1>>[Cl:1][c:2]1[cH:3][cH:4][c:5]([C:6](=[O:7])[c:8]2[cH:9][cH:10][c:11]([CH2:12][n:13]3[cH:14][c:15]([CH3:26])[c:16]4[c:17]3[n:18][cH:19][n:20]([CH3:23])[c:21]4=[O:22])[cH:27][cH:28]2)[cH:29][cH:30]1. Starting materials: C(C(=O)Cl)(=O)Cl (Oxalyl chloride), COC1=C(C=CC(=C1)C(=O)O)C1=C(C=CC=C1)C (2-methoxy-2′-methylbiphenyl-4-carboxylic acid), ON=C(N)C1=C(C=CC=C1)OC(F)(F)F (N′-Hydroxy-2-(trifluoromethoxy)benzenecarboximidamide), CCN(C(C)C)C(C)C (DIEA). Yields the product COC1=C(C=CC(=C1)C1=NC(=NO1)C1=C(C=CC=C1)OC(F)(F)F)C1=C(C=CC=C1)C (5-(2-methoxy-2′-methylbiphenyl-4-yl)-3-[2-(trifluoromethoxy)phenyl]-1,2,4-oxadiazole). As a reaction SMILES: C(Cl)(=O)C(Cl)=O.[CH3:7][O:8][C:9]1[CH:14]=[C:13]([C:15]([OH:17])=O)[CH:12]=[CH:11][C:10]=1[C:18]1[CH:23]=[CH:22][CH:21]=[CH:20][C:19]=1[CH3:24].O[N:26]=[C:27]([C:29]1[CH:34]=[CH:33][CH:32]=[CH:31][C:30]=1[O:35][C:36]([F:39])([F:38])[F:37])[NH2:28].CCN(C(C)C)C(C)C>>[CH3:7][O:8][C:9]1[CH:14]=[C:13]([C:15]2[O:17][N:28]=[C:27]([C:29]3[CH:34]=[CH:33][CH:32]=[CH:31][C:30]=3[O:35][C:36]([F:37])([F:38])[F:39])[N:26]=2)[CH:12]=[CH:11][C:10]=1[C:18]1[CH:23]=[CH:22][CH:21]=[CH:20][C:19]=1[CH3:24]. Reported procedure: Oxalyl chloride (126 μL; 1.49 mmol; 3 eq.), Intermediate 27 (120 mg; 0.5 mmol; 1 eq.), Intermediate 2 (109 mg; 0.5 mmol, 1 eq.) and DIEA (256 μL; 1.5 mmol; 3 eq.) were reacted according to general procedure 2. Purification by column chromatography c-hexane/ethyl acetate, 95/5) afforded the title compound as a white solid.